From a dataset of the Open Reaction Database (ORD), a public repository of structured organic reaction records. describe an organic reaction: reactants, conditions, products, and yield Reactants: N#N.C(C)(=O)O[C@@H]1[C@H](O[C@H]([C@H]([C@H]1OC(C)=O)OC(C)=O)C)SCCC(=O)N[C@@H](CCCCNC(CCS[C@@H]1[C@@H](OC(C)=O)[C@H](OC(C)=O)[C@H](OC(C)=O)[C@@H](O1)C)=O)C(=O)N[C@@H](CCCCNC(CCS[C@@H]1[C@@H](OC(C)=O)[C@H](OC(C)=O)[C@H](OC(C)=O)[C@@H](O1)C)=O)C(=O)O (N2 {N2,N6 -Bis[3-(2,3,4--tri-O-acetyl-β-L-fucopyranosylthio)propionyl]-L-lysyl}-N6 [3-(2,3,4-tri-O-acetyl-β-L-fucopyranosylthio)propionyl]-L-lysine). Solvent: CO.O.C(C)N(CC)CC (methanol water triethylamine). The product is N#N.[C@H]1([C@@H](O)[C@H](O)[C@H](O)[C@@H](O1)C)SCCC(=O)N[C@@H](CCCCNC(CCS[C@@H]1[C@@H](O)[C@H](O)[C@H](O)[C@@H](O1)C)=O)C(=O)N[C@@H](CCCCNC(CCS[C@@H]1[C@@H](O)[C@H](O)[C@H](O)[C@@H](O1)C)=O)C(=O)O (N2 {N2,N6 -Bis[3-(β-L-fucopyranosylthio)propionyl]-L-lysyl}-N6 [3-(β-L-fucopyranosylthio)propionyl]-L-lysine). The yield is 82.6%. As a reaction SMILES: [N:1]#[N:2].C([O:6][C@H:7]1[C@H:12]([O:13]C(=O)C)[C@H:11]([O:17]C(=O)C)[C@H:10]([CH3:21])[O:9][C@@H:8]1[S:22][CH2:23][CH2:24][C:25]([NH:27][C@H:28]([C:58]([NH:60][C@H:61]([C:91]([OH:93])=[O:92])[CH2:62][CH2:63][CH2:64][CH2:65][NH:66][C:67](=[O:90])[CH2:68][CH2:69][S:70][C@H:71]1[O:88][C@@H:87]([CH3:89])[C@@H:82]([O:83]C(=O)C)[C@@H:77]([O:78]C(=O)C)[C@@H:72]1[O:73]C(=O)C)=[O:59])[CH2:29][CH2:30][CH2:31][CH2:32][NH:33][C:34](=[O:57])[CH2:35][CH2:36][S:37][C@H:38]1[O:55][C@@H:54]([CH3:56])[C@@H:49]([O:50]C(=O)C)[C@@H:44]([O:45]C(=O)C)[C@@H:39]1[O:40]C(=O)C)=[O:26])(=O)C>CO.O.C(N(CC)CC)C>[N:1]#[N:2].[C@H:8]1([S:22][CH2:23][CH2:24][C:25]([NH:27][C@H:28]([C:58]([NH:60][C@H:61]([C:91]([OH:93])=[O:92])[CH2:62][CH2:63][CH2:64][CH2:65][NH:66][C:67](=[O:90])[CH2:68][CH2:69][S:70][C@H:71]2[O:88][C@@H:87]([CH3:89])[C@@H:82]([OH:83])[C@@H:77]([OH:78])[C@@H:72]2[OH:73])=[O:59])[CH2:29][CH2:30][CH2:31][CH2:32][NH:33][C:34](=[O:57])[CH2:35][CH2:36][S:37][C@H:38]2[O:55][C@@H:54]([CH3:56])[C@@H:49]([OH:50])[C@@H:44]([OH:45])[C@@H:39]2[OH:40])=[O:26])[O:9][C@@H:10]([CH3:21])[C@@H:11]([OH:17])[C@@H:12]([OH:13])[C@@H:7]1[OH:6] |f:0.1,2.3.4,5.6|. Procedure details: A solution of 25 (500 mg) in methanol-water-triethylamine 5:4:1 (v/v/v, 5 ml) is kept for 3 hours at room temperature and worked-up in the same manner as for 5 to give the title compound (300 mg, 83%): [α]D27 +28.4±0.9° (c 1.0 H2O); NMR (D2O)δ: 4.48 (d, J1,2 =9.5 Hz, 1H, H-1), 4.46 (d, J1,2 =9.5 Hz, 2H, H-1), 4.17, 4.32 (q,q, α-CH), 3.22 (m, ε-CH2), 2.98 (m, SCH2), 2.69 (t, 1H), 2.61 (t, 2H) (SCH2CH2), 1.34-1.90 (m, C-CH2CH2CH2C), 1.25 (d, J=6.0 Hz, CH3 -6). Starting materials: NC=1C=C(C(=O)C2=CC=C3CC(NC3=C2)=O)C=CC1 (6-(3-Amino-benzoyl)-1,3-dihydro-indol-2-one), acid chloride, C(C)(=O)C1=CC=C(S1)C(=O)O (5-Acetyl-thiophene-2-carboxylic acid), S(=O)(Cl)Cl (thionyl chloride). Solvent: C1CCOC1 (THF). Conditions: temperature 79 celsius, time 2 hour. Product: O=C1NC2=CC(=CC=C2C1)C(=O)C=1C=C(C=CC1)NC(=O)C=1SC(=CC1)C(C)=O (5-Acetyl-thiophene-2-carboxylic acid [3-(2-oxo-2,3-dihydro-1H-indole-6-carbonyl)-phenyl]-amide). Yield: 76.8%. As a reaction SMILES: [C:1]([C:4]1[S:8][C:7]([C:9]([OH:11])=O)=[CH:6][CH:5]=1)(=[O:3])[CH3:2].S(Cl)(Cl)=O.[NH2:16][C:17]1[CH:18]=[C:19]([CH:32]=[CH:33][CH:34]=1)[C:20]([C:22]1[CH:30]=[C:29]2[C:25]([CH2:26][C:27](=[O:31])[NH:28]2)=[CH:24][CH:23]=1)=[O:21]>C1COCC1>[O:31]=[C:27]1[CH2:26][C:25]2[C:29](=[CH:30][C:22]([C:20]([C:19]3[CH:18]=[C:17]([NH:16][C:9]([C:7]4[S:8][C:4]([C:1](=[O:3])[CH3:2])=[CH:5][CH:6]=4)=[O:11])[CH:34]=[CH:33][CH:32]=3)=[O:21])=[CH:23][CH:24]=2)[NH:28]1. Procedure: A dry 25 mL flask was charged with 5-Acetyl-thiophene-2-carboxylic acid (0.880 g, 5.15 mmol) and thionyl chloride (5 mL) and allowed to stir at 79° C. for 2 h. The thionyl chloride was then removed by concentration in vacuo. The crude acid chloride was cooled to room temperature, and then dissolved in THF (5 mL). 6-(3-Amino-benzoyl)-1,3-dihydro-indol-2-one (as prepared in Example 40, 1.01 g, 3.97 mmol) was added to the THF solution of the acid chloride, and the mixture was allowed to reflux for ... Starting materials: COc1ccc(OC)c(CO)c1, O=C(Cl)Cl, c1ccccc1. The product is COc1ccc(OC)c(COC(=O)Cl)c1. RXN SMILES: [CH3:1][O:2][c:3]1[c:4]([CH2:5][OH:6])[cH:7][c:8]([O:11][CH3:12])[cH:9][cH:10]1.[Cl:13][C:14]([Cl:15])=[O:16].[cH:17]1[cH:18][cH:19][cH:20][cH:21][cH:22]1>>[CH3:1][O:2][c:3]1[c:4]([CH2:5][O:6][C:14]([Cl:13])=[O:16])[cH:7][c:8]([O:11][CH3:12])[cH:9][cH:10]1. Reactants: BrC=1C=NC=CC1 (3-bromopyridine), CCCCCC.C(CCC)[Li] (n-butyllithium hexane), C1(CCCO1)=O (γ-butyrolactone). Run in CCOCC (ether), CCOCC (ether). Product: N1=CC(=CC=C1)C(CCCO)=O (4-(3-pyridyl)-4-oxobutanol). Yield: 76.5%. RXN SMILES: Br[C:2]1[CH:3]=[N:4][CH:5]=[CH:6][CH:7]=1.CCCCCC.C([Li])CCC.[C:19]1(=[O:24])[O:23][CH2:22][CH2:21][CH2:20]1>CCOCC>[N:4]1[CH:5]=[CH:6][CH:7]=[C:2]([C:22](=[O:23])[CH2:21][CH2:20][CH2:19][OH:24])[CH:3]=1 |f:1.2|. Procedure details: A solution of 10.0 g (63.3 mmol) of 3-bromopyridine in 100 ml of ether was cooled to -78° C., to which 40 ml (64 mmol) of 1.6M n-butyllithium hexane solution was added dropwise with stirring. After completion of the addition, the mixture was stirred for further 15 minutes, to which the solution of 5.45 g (63.3 mmol) of γ-butyrolactone in 15 ml of ether was added dropwise, and stirred for further 1 hour at -78° C.-room temperature. To the reaction mixture an aqueous solution of ammonium chloride,... The reactants are CC(=O)C (acetone), C(C1=CC=CC=C1)(=O)O (benzoic acid), COC=1C=CC=CC1OCCNCC(COC=2C=CC=C3C2C=4C=CC=CC4N3)O (carvedilol), C(C1=CC=CC=C1)(=O)O (benzoic acid). The solvent is COC(C)(C)C (tert-butyl methyl ether). Yields the product COC=1C=CC=CC1OCCNCC(COC=2C=CC=C3C2C=4C=CC=CC4N3)O.C(C1=CC=CC=C1)(=O)[O-] (Carvedilol Benzoate). RXN SMILES: CC(C)=O.[CH3:5][O:6][C:7]1[CH:8]=[CH:9][CH:10]=[CH:11][C:12]=1[O:13][CH2:14][CH2:15][NH:16][CH2:17][CH:18]([OH:34])[CH2:19][O:20][C:21]1[CH:22]=[CH:23][CH:24]=[C:25]2[NH:33][C:32]3[CH:31]=[CH:30][CH:29]=[CH:28][C:27]=3[C:26]=12.[C:35]([OH:43])(=[O:42])[C:36]1[CH:41]=[CH:40][CH:39]=[CH:38][CH:37]=1>COC(C)(C)C>[CH3:5][O:6][C:7]1[CH:8]=[CH:9][CH:10]=[CH:11][C:12]=1[O:13][CH2:14][CH2:15][NH:16][CH2:17][CH:18]([OH:34])[CH2:19][O:20][C:21]1[CH:22]=[CH:23][CH:24]=[C:25]2[NH:33][C:32]3[CH:31]=[CH:30][CH:29]=[CH:28][C:27]=3[C:26]=12.[C:35]([O-:43])(=[O:42])[C:36]1[CH:41]=[CH:40][CH:39]=[CH:38][CH:37]=1 |f:4.5|. Procedure details: A suitable reactor is charged with acetone. The solution is sequentially charged with carvedilol (4.1 grams, 0.1 moles), and benzoic acid solution. Upon addition of the benzoic acid (1.4 grams, 0.011 moles) solution, all material dissolves into the solution. To the stirred solution is added tert-butyl methyl ether (60 ml). The precipitate formed is stirred for a period of time, filtered and the collected cake is washed with water. The cake is dried under vacuum to a constant weight and stored in... The reactants are [BH4-], CC(C)(C)OC(=O)N1CC(C(=O)c2ccc(Cl)cc2)C1, CCO, [Na+], O. Yields the product CC(C)(C)OC(=O)N1CC(C(O)c2ccc(Cl)cc2)C1. As a reaction SMILES: [BH4-:21].[C:1]([CH3:2])([CH3:3])([CH3:4])[O:5][C:6](=[O:7])[N:8]1[CH2:9][CH:10]([C:12]([c:13]2[cH:14][cH:15][c:16]([Cl:19])[cH:17][cH:18]2)=[O:20])[CH2:11]1.[CH3:24][CH2:25][OH:26].[Na+:22].[OH2:23]>>[C:1]([CH3:2])([CH3:3])([CH3:4])[O:5][C:6](=[O:7])[N:8]1[CH2:9][CH:10]([CH:12]([c:13]2[cH:14][cH:15][c:16]([Cl:19])[cH:17][cH:18]2)[OH:20])[CH2:11]1. Reactants: Br, CC(=O)OC(C)=O, CC(=O)O, OCC(CO)(CO)CO. Product: OCC(CO)(CO)COBr. As a reaction SMILES: [BrH:10].[CH3:11][C:12]([O:13][C:14](=[O:15])[CH3:16])=[O:17].[CH3:18][C:19](=[O:20])[OH:21].[OH:1][CH2:2][C:3]([CH2:4][OH:5])([CH2:6][OH:7])[CH2:8][OH:9]>>[O:1]([CH2:2][C:3]([CH2:4][OH:5])([CH2:6][OH:7])[CH2:8][OH:9])[Br:10]. Reactants: OCCCO, C1COCCO1, Cc1ccn2c(-c3cccc(OS(=O)(=O)C(F)(F)F)c3)cnc2n1, [K+], [K+], [K+], O=P([O-])([O-])[O-], c1ccc(P(c2ccccc2)(c2ccccc2)[Pd](P(c2ccccc2)(c2ccccc2)c2ccccc2)(P(c2ccccc2)(c2ccccc2)c2ccccc2)P(c2ccccc2)(c2ccccc2)c2ccccc2)cc1, OB(O)c1cccnc1. Product: Cc1ccn2c(-c3cccc(-c4cccnc4)c3)cnc2n1. RXN SMILES: [CH2:33]([OH:34])[CH2:35][CH2:36][OH:37].[CH2:47]1[O:48][CH2:49][CH2:50][O:51][CH2:52]1.[CH3:1][c:2]1[n:3][c:4]2[n:5]([cH:6][cH:7]1)[c:8](-[c:11]1[cH:12][c:13]([O:17][S:18]([C:19]([F:20])([F:21])[F:22])(=[O:23])=[O:24])[cH:14][cH:15][cH:16]1)[cH:9][n:10]2.[K+:30].[K+:31].[K+:32].[P:25]([O-:26])([O-:27])([O-:28])=[O:29].[cH:53]1[cH:54][cH:55][c:56]([P:57]([Pd:58]([P:59]([c:60]2[cH:61][cH:62][cH:63][cH:64][cH:65]2)([c:66]2[cH:67][cH:68][cH:69][cH:70][cH:71]2)[c:72]2[cH:73][cH:74][cH:75][cH:76][cH:77]2)([P:78]([c:79]2[cH:80][cH:81][cH:82][cH:83][cH:84]2)([c:85]2[cH:86][cH:87][cH:88][cH:89][cH:90]2)[c:91]2[cH:92][cH:93][cH:94][cH:95][cH:96]2)[P:97]([c:98]2[cH:99][cH:100][cH:101][cH:102][cH:103]2)([c:104]2[cH:105][cH:106][cH:107][cH:108][cH:109]2)[c:110]2[cH:111][cH:112][cH:113][cH:114][cH:115]2)([c:116]2[cH:117][cH:118][cH:119][cH:120][cH:121]2)[c:122]2[cH:123][cH:124][cH:125][cH:126][cH:127]2)[cH:128][cH:129]1.[n:38]1[cH:39][c:40]([B:44]([OH:45])[OH:46])[cH:41][cH:42][cH:43]1>>[CH3:1][c:2]1[n:3][c:4]2[n:5]([cH:6][cH:7]1)[c:8](-[c:11]1[cH:12][c:13](-[c:40]3[cH:39][n:38][cH:43][cH:42][cH:41]3)[cH:14][cH:15][cH:16]1)[cH:9][n:10]2.